From a dataset of the Open Reaction Database (ORD), a public repository of structured organic reaction records. describe an organic reaction: reactants, conditions, products, and yield Reactants: Cc1cc(Br)cc(Br)c1O, COS(=O)(=O)OC, [Na+], [OH-]. The product is COc1c(C)cc(Br)cc1Br. Reaction SMILES: [Br:1][c:2]1[c:3]([OH:10])[c:4]([CH3:9])[cH:5][c:6]([Br:8])[cH:7]1.[CH3:11][O:12][S:13]([O:14][CH3:15])(=[O:16])=[O:17].[Na+:19].[OH-:18]>>[Br:1][c:2]1[c:3]([O:10][CH3:11])[c:4]([CH3:9])[cH:5][c:6]([Br:8])[cH:7]1. Starting materials: BrCC(=O)NC1=NC(=NC(=C1)Cl)C1=CC=CC=C1 (2-Bromo-N-(6-chloro-2-phenylpyrimidin-4-yl)acetamide), N1CCCCC1 (piperidine). Run in C(C)#N (acetonitrile), C(C)#N (acetonitrile). Conditions: time 1.5 hour. The product is ClC1=CC(=NC(=N1)C1=CC=CC=C1)NC(CN1CCCCC1)=O (N-(6-chloro-2-phenylpyrimidin-4-yl)-2-piperidin-1-ylacetamide). Reaction SMILES: Br[CH2:2][C:3]([NH:5][C:6]1[CH:11]=[C:10]([Cl:12])[N:9]=[C:8]([C:13]2[CH:18]=[CH:17][CH:16]=[CH:15][CH:14]=2)[N:7]=1)=[O:4].[NH:19]1[CH2:24][CH2:23][CH2:22][CH2:21][CH2:20]1>C(#N)C>[Cl:12][C:10]1[N:9]=[C:8]([C:13]2[CH:18]=[CH:17][CH:16]=[CH:15][CH:14]=2)[N:7]=[C:6]([NH:5][C:3](=[O:4])[CH2:2][N:19]2[CH2:24][CH2:23][CH2:22][CH2:21][CH2:20]2)[CH:11]=1. Reported procedure: 2-Bromo-N-(6-chloro-2-phenylpyrimidin-4-yl)acetamide (28 mg) was dissolved in acetonitrile (2 ml) and piperidine added (23 μl in 500 ul acetonitrile). The mixture was left to stir for 1.5 hr after which time the solvent was removed in vacuo. Purification using a short silica plug, eluting with a mixture of ethyl acetate and petroleum ether (1:1 v/v) furnished the title compound (25 mg). Starting materials: FCC1(CF)Oc2ccc(C(F)(F)F)cc2C(Br)C1Br, Cl, [Na+], C1COCCO1, [OH-]. Product: FCC1(CF)C=C(Br)c2cc(C(F)(F)F)ccc2O1. Reaction SMILES: [Br:1][CH:2]1[C:3]([CH2:17][F:18])([CH2:19][F:20])[O:4][c:5]2[c:6]([cH:9][c:10]([C:13]([F:14])([F:15])[F:16])[cH:11][cH:12]2)[CH:7]1[Br:8].[ClH:23].[Na+:22].[O:24]1[CH2:25][CH2:26][O:27][CH2:28][CH2:29]1.[OH-:21]>>[CH:2]1=[C:7]([Br:8])[c:6]2[c:5]([cH:12][cH:11][c:10]([C:13]([F:14])([F:15])[F:16])[cH:9]2)[O:4][C:3]1([CH2:17][F:18])[CH2:19][F:20].